From a dataset of the Open Reaction Database (ORD), a public repository of structured organic reaction records. describe an organic reaction: reactants, conditions, products, and yield Starting materials: CC(=O)O, Cc1cc2occc2c(N2CCN(CCC3CCC(N)CC3)CC2)n1, Cl, Cl, Cl. Yields the product CC(=O)NC1CCC(CCN2CCN(c3nc(C)cc4occc34)CC2)CC1. RXN SMILES: [CH3:29][C:30]([OH:31])=[O:32].[CH3:4][c:5]1[cH:6][c:7]2[c:8]([c:9]([N:11]3[CH2:12][CH2:13][N:14]([CH2:17][CH2:18][CH:19]4[CH2:20][CH2:21][CH:22]([NH2:25])[CH2:23][CH2:24]4)[CH2:15][CH2:16]3)[n:10]1)[cH:26][cH:27][o:28]2.[ClH:1].[ClH:2].[ClH:3]>>[CH3:4][c:5]1[cH:6][c:7]2[c:8]([c:9]([N:11]3[CH2:12][CH2:13][N:14]([CH2:17][CH2:18][CH:19]4[CH2:20][CH2:21][CH:22]([NH:25][C:30]([CH3:29])=[O:31])[CH2:23][CH2:24]4)[CH2:15][CH2:16]3)[n:10]1)[cH:26][cH:27][o:28]2. Reactants: COCCO (2-methoxyethanol), C(CCC)P(CCCC)CCCC (tributylphosphine), N(=NC(=O)N1CCCCC1)C(=O)N1CCCCC1 (1,1′-(azodicarbonyl)dipiperidine), FC1=C(C=C2C=C(NC2=C1O)C(=O)N)OC=1C=NC(=CC1)S(=O)(=O)C (6-fluoro-7-hydroxy-5-{[6-(methylsulfonyl)pyridin-3-yl]oxy}-1H-indole-2-carboxamide), COCCO (2-methoxyethanol), C(CCC)P(CCCC)CCCC (tributylphosphine), N(=NC(=O)N1CCCCC1)C(=O)N1CCCCC1 (1,1′-(azodicarbonyl)dipiperidine), COCCO (2-methoxyethanol), C(CCC)P(CCCC)CCCC (tributylphosphine), N(=NC(=O)N1CCCCC1)C(=O)N1CCCCC1 (1,1′-(azodicarbonyl)dipiperidine). The solvent is O1CCCC1 (tetrahydrofuran). Conditions: temperature 50 celsius, time 6 hour. The product is FC1=C(C=C2C=C(NC2=C1OCCOC)C(=O)N)OC=1C=NC(=CC1)S(=O)(=O)C (6-Fluoro-7-(2-methoxyethoxy)-5-{[6-(methylsulfonyl)pyridin-3-yl]oxy}-1H-indole-2-carboxamide). The yield is 54.0%. RXN SMILES: [F:1][C:2]1[C:10]([OH:11])=[C:9]2[C:5]([CH:6]=[C:7]([C:12]([NH2:14])=[O:13])[NH:8]2)=[CH:4][C:3]=1[O:15][C:16]1[CH:17]=[N:18][C:19]([S:22]([CH3:25])(=[O:24])=[O:23])=[CH:20][CH:21]=1.[CH3:26][O:27][CH2:28][CH2:29]O.C(P(CCCC)CCCC)CCC.N(C(N1CCCCC1)=O)=NC(N1CCCCC1)=O>O1CCCC1>[F:1][C:2]1[C:10]([O:11][CH2:29][CH2:28][O:27][CH3:26])=[C:9]2[C:5]([CH:6]=[C:7]([C:12]([NH2:14])=[O:13])[NH:8]2)=[CH:4][C:3]=1[O:15][C:16]1[CH:17]=[N:18][C:19]([S:22]([CH3:25])(=[O:23])=[O:24])=[CH:20][CH:21]=1. Reported procedure: A mixture of 6-fluoro-7-hydroxy-5-{[6-(methylsulfonyl)pyridin-3-yl]oxy}-1H-indole-2-carboxamide (0.98 g), 2-methoxyethanol (0.43 mL), tributylphosphine (1.24 mL) and 1,1′-(azodicarbonyl)dipiperidine (1.35 g) in tetrahydrofuran (130 ml) was stirred at 50° C. for 6 h under argon atmosphere. To the mixture were added 2-methoxyethanol (0.43 mL), tributylphosphine (1.24 mL) and 1,1′-(azodicarbonyl)dipiperidine (1.35 g) and the mixture was stirred at 50° C. for 15 h under argon atmosphere. Furthermore... Starting materials: OC1[C@@H](O)[C@@H](O)[C@H](O)[C@H](O1)CO (Man), OC1[C@H](O)[C@@H](O)[C@H](O)[C@H](O1)CO (Glc). Yields the product OC1[C@H](O)[C@@H](O)[C@@H](O)[C@H](O1)CO (Gal). Reaction SMILES: [OH:1][CH:2]1[O:10][C@H:9]([CH2:11][OH:12])[C@@H:7]([OH:8])[C@H:5]([OH:6])[C@@H:3]1[OH:4].OC1O[C@H](CO)[C@@H](O)[C@H](O)[C@H]1O>>[OH:1][CH:2]1[O:10][C@H:9]([CH2:11][OH:12])[C@H:7]([OH:8])[C@H:5]([OH:6])[C@H:3]1[OH:4]. Reported procedure: Man 32.8; Glc 188.3 As a reaction SMILES: [C:1](OC1C=CC(C(C2C=CC(OC(=O)C=C)=CC=2)(C2C=CC(OC(=O)C=C)=CC=2)C)=CC=1)(=[O:4])[CH:2]=C.[C:36]1([C:42]2[CH:47]=[CH:46][CH:45]=[C:44]([C:48]3[CH:53]=[CH:52][CH:51]=[CH:50][CH:49]=3)[C:43]=2[OH:54])[CH:41]=[CH:40][CH:39]=[CH:38][CH:37]=1.C1(=O)OCCO1.[I-].[K+].CN(C)C=O>C(OCC)(=O)C>[C:48]1([C:44]2[CH:45]=[CH:46][CH:47]=[C:42]([C:36]3[CH:41]=[CH:40][CH:39]=[CH:38][CH:37]=3)[C:43]=2[O:54][CH:1]([OH:4])[CH3:2])[CH:49]=[CH:50][CH:51]=[CH:52][CH:53]=1 |f:3.4|. Reactants: C(C=C)(=O)OC1=CC=C(C=C1)C(C)(C1=CC=C(C=C1)OC(C=C)=O)C1=CC=C(C=C1)OC(C=C)=O (Acrylic acid 4-[1,1-bis-(4-acryloyloxy-phenyl)-ethyl]-phenyl ester), C1(=CC=CC=C1)C1=C(C(=CC=C1)C1=CC=CC=C1)O (2,6-diphenylphenol), C1(OCCO1)=O (ethylene carbonate), [I-].[K+] (potassium iodide), CN(C=O)C (dimethylformamide). Reported procedure: To a 50 ml 1 neck round bottom was added 2,6-diphenylphenol (10 g, 1 eq), ethylene carbonate (3.9 g, 1.1 eq), potassium iodide (0.07 g, 0.01 eq), dimethylformamide (1 g, 0.3 eq) and heated to 150 C. After 4 hours the reaction was cooled to 40 C, added 30 ml ethyl acetate and washed 2 times with 20 ml sodium chloride brine, 3 times with 20 ml DI water and again with 20 ml brine. The ethyl acetate was dried with (1 g) magnesium sulfate, filtered and concentrated invacuo to recover an off-white sol... The product is C1(=CC=CC=C1)C1=C(OC(C)O)C(=CC=C1)C1=CC=CC=C1 (2,6-Diphenylphenoxyethanol). The solvent is C(C)(=O)OCC (ethyl acetate).